From a dataset of the Open Reaction Database (ORD), a public repository of structured organic reaction records. describe an organic reaction: reactants, conditions, products, and yield The reactants are FC=1C=C(OC2=CC(=NC=C2)C2=CC(=CN2)C(=O)NCCC=O)C=CC1NC(=O)NC1=C(C=CC(=C1)C)F (5-{4-[3-fluoro-4-({[(2-fluoro-5-methylphenyl)amino]carbonyl}amino)phenoxy]pyridin-2-yl}-N-(3-oxopropyl)-1H-pyrrole-3-carboxamide), OC1CCNCC1 (4-hydroxypiperidine), C(C)(=O)O (acetic acid), C(#N)[BH3-].[Na+] (sodium cyanoborohydride), C1CCOC1 (THF). Run in CN(C)C=O (DMF), O (water). Reaction conditions: time 30 minute. The product is FC=1C=C(OC2=CC(=NC=C2)C2=CC(=CN2)C(=O)NCCCN2CCC(CC2)O)C=CC1NC(=O)NC1=C(C=CC(=C1)C)F (5-{4-[3-fluoro-4-({[(2-fluoro-5-methylphenyl)amino]carbonyl}amino)phenoxy]pyridin-2-yl}-N-[3-(4-hydroxypiperidin-1-yl)propyl]-1H-pyrrole-3-carboxamide). RXN SMILES: [F:1][C:2]1[CH:3]=[C:4]([CH:24]=[CH:25][C:26]=1[NH:27][C:28]([NH:30][C:31]1[CH:36]=[C:35]([CH3:37])[CH:34]=[CH:33][C:32]=1[F:38])=[O:29])[O:5][C:6]1[CH:11]=[CH:10][N:9]=[C:8]([C:12]2[NH:16][CH:15]=[C:14]([C:17]([NH:19][CH2:20][CH2:21][CH:22]=O)=[O:18])[CH:13]=2)[CH:7]=1.[OH:39][CH:40]1[CH2:45][CH2:44][NH:43][CH2:42][CH2:41]1.C(O)(=O)C.C([BH3-])#N.[Na+].C1COCC1>CN(C=O)C.O>[F:1][C:2]1[CH:3]=[C:4]([CH:24]=[CH:25][C:26]=1[NH:27][C:28]([NH:30][C:31]1[CH:36]=[C:35]([CH3:37])[CH:34]=[CH:33][C:32]=1[F:38])=[O:29])[O:5][C:6]1[CH:11]=[CH:10][N:9]=[C:8]([C:12]2[NH:16][CH:15]=[C:14]([C:17]([NH:19][CH2:20][CH2:21][CH2:22][N:43]3[CH2:44][CH2:45][CH:40]([OH:39])[CH2:41][CH2:42]3)=[O:18])[CH:13]=2)[CH:7]=1 |f:3.4|. Procedure: To a stirred solution of 5-{4-[3-fluoro-4-({[(2-fluoro-5-methylphenyl)amino]carbonyl}amino)phenoxy]pyridin-2-yl}-N-(3-oxopropyl)-1H-pyrrole-3-carboxamide (150 mg, 0.29 mmol) in 10 ml of anhydrous DMF were added 4-hydroxypiperidine (59 mg, 0.58 mmol) and acetic acid (10 mg, 0.17 mmol). The mixture was stirred at room temperature for 30 minutes, followed by addition of 1M sodium cyanoborohydride solution in THF (0.60 ml, 0.60 mmol) and stirring was continued for another 60 minutes. The mixture was... The reactants are FC(OC=1C=C(C=O)C=CC1OC(F)F)F (3,4-Bis(difluoromethoxy)benzaldehyde), CC(C)(C)S(=O)N (2-methylpropane-2-sulfinamide), CO (Methanol), [BH4-].[Na+] (sodium borohydride). The reagents and catalysts are [O-]CC.[Ti+4].[O-]CC.[O-]CC.[O-]CC (titanium ethoxide). The solvent is C1CCOC1 (THF). Reaction conditions: time 4.5 hour. Product: FC(OC=1C=C(CNS(=O)C(C)(C)C)C=CC1OC(F)F)F (N-[3,4-bis(difluoromethoxy)benzyl]-2-methylpropane-2-sulfinamide). As a reaction SMILES: [F:1][CH:2]([F:16])[O:3][C:4]1[CH:5]=[C:6]([CH:9]=[CH:10][C:11]=1[O:12][CH:13]([F:15])[F:14])[CH:7]=O.[CH3:17][C:18]([S:21]([NH2:23])=[O:22])([CH3:20])[CH3:19].[BH4-].[Na+].CO>C1COCC1.[O-]CC.[Ti+4].[O-]CC.[O-]CC.[O-]CC>[F:1][CH:2]([F:16])[O:3][C:4]1[CH:5]=[C:6]([CH:9]=[CH:10][C:11]=1[O:12][CH:13]([F:15])[F:14])[CH2:7][NH:23][S:21]([C:18]([CH3:20])([CH3:19])[CH3:17])=[O:22] |f:2.3,6.7.8.9.10|. Procedure details: To a solution of 3,4-bis(difluoromethoxy)benzaldehyde (10-2, 100 mg, 0.42 mmol, 1 equiv) in THF (840 uL) was added 2-methylpropane-2-sulfinamide (56 mg, 0.46 mmol, 1.1 equiv) and titanium ethoxide (440 uL, 2.10 mmol, 5.0 equiv), and the reaction mixture stirred at ambient temperature for 4.5 hours. The reaction mixture was then cooled to 0° C. and sodium borohydride (31.8 mg, 0.84 mmol, 2.0 equiv) was added portionwise and the reaction was stirred for an additional hour. Methanol (2 mL) was adde...